From a dataset of the Open Reaction Database (ORD), a public repository of structured organic reaction records. describe an organic reaction: reactants, conditions, products, and yield Reactants: ClC1=CC=C(C=N1)[C@H](CNCCC1=CC=C(C=C1)C1=CC=C(C=C1)C(=O)OC)O (methyl 4′-[2-[[(2R)-2-(6-chloro-3-pyridyl)-2-hydroxyethyl]amino]ethyl]-1,1′-biphenyl-4-carboxylate), [Cl-].C[Zn+] (methylzinc chloride), C([O-])(O)=O.[Na+] (sodium bicarbonate). Reagents/catalysts: C=1C=CC(=CC1)[P](C=2C=CC=CC2)(C=3C=CC=CC3)[Pd]([P](C=4C=CC=CC4)(C=5C=CC=CC5)C=6C=CC=CC6)([P](C=7C=CC=CC7)(C=8C=CC=CC8)C=9C=CC=CC9)[P](C=1C=CC=CC1)(C=1C=CC=CC1)C=1C=CC=CC1 (tetrakis(triphenylphosphine)palladium). The solvent is C(CN(CC(=O)O)CC(=O)O)N(CC(=O)O)CC(=O)O (ethylenediaminetetraacetic acid). Conditions: temperature 80 celsius, time 24 hour. Yields the product O[C@@H](CNCCC1=CC=C(C=C1)C1=CC=C(C=C1)C(=O)OC)C=1C=NC(=CC1)C (methyl 4′-[2-[[(2R)-2-hydroxy-2-(6-methyl-3-pyridyl)ethyl]amino]ethyl]-1,1′-biphenyl-4-carboxylate). As a reaction SMILES: Cl[C:2]1[N:7]=[CH:6][C:5]([C@@H:8]([OH:29])[CH2:9][NH:10][CH2:11][CH2:12][C:13]2[CH:18]=[CH:17][C:16]([C:19]3[CH:24]=[CH:23][C:22]([C:25]([O:27][CH3:28])=[O:26])=[CH:21][CH:20]=3)=[CH:15][CH:14]=2)=[CH:4][CH:3]=1.[Cl-].C[Zn+].[C:33](=O)(O)[O-].[Na+]>C1C=CC([P]([Pd]([P](C2C=CC=CC=2)(C2C=CC=CC=2)C2C=CC=CC=2)([P](C2C=CC=CC=2)(C2C=CC=CC=2)C2C=CC=CC=2)[P](C2C=CC=CC=2)(C2C=CC=CC=2)C2C=CC=CC=2)(C2C=CC=CC=2)C2C=CC=CC=2)=CC=1.C(N(CC(O)=O)CC(O)=O)CN(CC(O)=O)CC(O)=O>[OH:29][C@H:8]([C:5]1[CH:6]=[N:7][C:2]([CH3:33])=[CH:3][CH:4]=1)[CH2:9][NH:10][CH2:11][CH2:12][C:13]1[CH:18]=[CH:17][C:16]([C:19]2[CH:24]=[CH:23][C:22]([C:25]([O:27][CH3:28])=[O:26])=[CH:21][CH:20]=2)=[CH:15][CH:14]=1 |f:1.2,3.4,^1:41,43,62,81|. Procedure details: Under nitrogen to a solution of methyl 4′-[2-[[(2R)-2-(6-chloro-3-pyridyl)-2-hydroxyethyl]amino]ethyl]-1,1′-biphenyl-4-carboxylate (110 mg) in tetrahydrofran (10 ml) was added 1M methylzinc chloride in tetrahydrofran (0.8 ml) and tetrakis(triphenylphosphine)palladium (15.5 mg) at room temperature. The mixture was stirred at 80° C. for 24 hours, and then poured into an aqueous solution (60 ml) of ethylenediaminetetraacetic acid (1 g). The resulting mixture was neutralized with saturated aqueous s... The reactants are C1NCC[C@@H]2CCCC[C@H]12 (cis-decahydroisoquinoline), CCN(C(C)C)C(C)C (DIEA), CC(C(=O)C=1OC2=C(C1CC(=O)O)C=C(C=C2)OC)(C)C ([2-(2,2-dimethylpropanoyl)-5-methoxy-1-benzofuran-3-yl]acetic acid), C=1C=CC2=C(C1)N=NN2O (HOBt). Solvent: CN(C)C=O (DMF), C(CCl)Cl (EDC). Reaction conditions: temperature 40 celsius. Product: COC=1C=CC2=C(C(=C(O2)C(C(C)(C)C)=O)CC(=O)N2C[C@H]3CCCC[C@H]3CC2)C1 (1-{5-Methoxy-3-[2-(cis-octahydroisoquinolin-2(1H)-yl)-2-oxoethyl]-1-benzofuran-2-yl}-2,2-dimethylpropan-1-one). RXN SMILES: [CH3:1][C:2]([CH3:21])([CH3:20])[C:3]([C:5]1[O:6][C:7]2[CH:17]=[CH:16][C:15]([O:18][CH3:19])=[CH:14][C:8]=2[C:9]=1[CH2:10][C:11](O)=[O:12])=[O:4].C1C=CC2N(O)N=NC=2C=1.[CH2:32]1[C@@H:41]2[C@@H:36]([CH2:37][CH2:38][CH2:39][CH2:40]2)[CH2:35][CH2:34][NH:33]1.CCN(C(C)C)C(C)C>CN(C=O)C.C(Cl)CCl>[CH3:19][O:18][C:15]1[CH:16]=[CH:17][C:7]2[O:6][C:5]([C:3](=[O:4])[C:2]([CH3:21])([CH3:1])[CH3:20])=[C:9]([CH2:10][C:11]([N:33]3[CH2:34][CH2:35][C@H:36]4[C@H:41]([CH2:40][CH2:39][CH2:38][CH2:37]4)[CH2:32]3)=[O:12])[C:8]=2[CH:14]=1. Procedure details: Dissolve a mixture of 17 mg [2-(2,2-dimethylpropanoyl)-5-methoxy-1-benzofuran-3-yl]acetic acid from the Step B Example 1 and 18.5 mg HOBt in 1 mL dry DMF. Add 12.3 mg cis-decahydroisoquinoline followed by 23.0 mg EDC and 35 μL DIEA. This solution was heated at 40° C. for 2 hours. It was purified directly on RP-HPLC using 65-100% MeCN gradient. The fractions containing pure product were pooled and lyophilized to give the title compound. LC-MS: 4.41 min. (m/Z=412.3, 328.2, 434.2). Starting materials: O=C(O)c1ncc2cncn2c1Nc1ccc(Br)cc1F, CCN=C=NCCCN(C)C, CN1CCOCC1, CCOC(C)=O, Cl, CC(O)CON, CN(C)C=O, On1nnc2ccccc21. Product: CC(O)CONC(=O)c1ncc2cncn2c1Nc1ccc(Br)cc1F. Reaction SMILES: [Br:1][c:2]1[cH:3][c:4]([F:21])[c:5]([NH:8][c:9]2[c:10]([C:18](=[O:19])[OH:20])[n:11][cH:12][c:13]3[n:14]2[cH:15][n:16][cH:17]3)[cH:6][cH:7]1.[CH3:39][CH2:40][N:41]=[C:42]=[N:43][CH2:44][CH2:45][CH2:46][N:47]([CH3:48])[CH3:49].[CH3:50][N:51]1[CH2:52][CH2:53][O:54][CH2:55][CH2:56]1.[CH3:62][CH2:63][O:64][C:65](=[O:66])[CH3:67].[ClH:22].[NH2:23][O:24][CH2:25][CH:26]([CH3:27])[OH:28].[O:57]=[CH:58][N:59]([CH3:60])[CH3:61].[OH:29][n:30]1[c:31]2[c:32]([cH:33][cH:34][cH:35][cH:36]2)[n:37][n:38]1>>[Br:1][c:2]1[cH:3][c:4]([F:21])[c:5]([NH:8][c:9]2[c:10]([C:18](=[O:20])[NH:23][O:24][CH2:25][CH:26]([CH3:27])[OH:28])[n:11][cH:12][c:13]3[n:14]2[cH:15][n:16][cH:17]3)[cH:6][cH:7]1. Starting materials: C1CCOC1, [Li]CCCC, CC1(C)CCOc2c(C=O)cccc21, C#C[Si](C)(C)C, [Cl-], [NH4+]. The product is C#CC(O)c1cccc2c1OCCC2(C)C. As a reaction SMILES: [CH2:28]1[O:29][CH2:30][CH2:31][CH2:32]1.[CH2:7]([Li:8])[CH2:9][CH2:10][CH3:11].[CH3:12][C:13]1([CH3:25])[CH2:14][CH2:15][O:16][c:17]2[c:18]([CH:23]=[O:24])[cH:19][cH:20][cH:21][c:22]21.[CH3:1][Si:2]([CH3:3])([CH3:4])[C:5]#[CH:6].[Cl-:26].[NH4+:27]>>[C:5](#[CH:6])[CH:23]([c:18]1[c:17]2[c:22]([cH:21][cH:20][cH:19]1)[C:13]([CH3:12])([CH3:25])[CH2:14][CH2:15][O:16]2)[OH:24]. As a reaction SMILES: Cl[C:2]1[N:7]=[CH:6][C:5]([CH2:8][OH:9])=[CH:4][CH:3]=1.[O-:10][CH2:11][CH3:12].[Na+]>C(O)C.C(OCC)(=O)C>[CH2:11]([O:10][C:2]1[N:7]=[CH:6][C:5]([CH2:8][OH:9])=[CH:4][CH:3]=1)[CH3:12] |f:1.2|. Starting materials: ClC1=CC=C(C=N1)CO ((6-chloropyridin-3-yl)methanol), [O-]CC.[Na+] (sodium ethoxide). Run at temperature 95 celsius, time 36 hour. Procedure details: A mixture of (6-chloropyridin-3-yl)methanol (1.4 g, 0.010 mol, Aldrich, Cat. 536016) and sodium ethoxide (3.0 g, 0.044 mol) in ethanol (30 mL) was stirred at 95° C. for 36 hours. The reaction mixture was cooled to r.t., diluted with ethyl acetate, washed with water and brine successively, dried with MgSO4, and concentrated to afford the desired compound. The crude product was directly used in the next step without further purification. LCMS (M+H)+: m/z=154.3. The solvent is C(C)O (ethanol), C(C)(=O)OCC (ethyl acetate). The product is C(C)OC1=CC=C(C=N1)CO ((6-ethoxypyridin-3-yl)methanol). Reactants: O1C(=CC=C1)C(C=CC(=O)O)=O (4-(2-furanyl)-4-oxo-2-butenoic acid), [OH-].[K+] (Potassium hydroxide), NN (Hydrazine). Run in CO (methanol). The product is O1C(=CC=C1)C1=NNC(C1)C(=O)O ((±)-3-(2-Furanyl)-4,5-dihydro-1H-pyrazole-5-carboxylic acid). Yield: 66.7%. As a reaction SMILES: [OH-].[K+].[O:3]1[CH:7]=[CH:6][CH:5]=[C:4]1[C:8](=O)[CH:9]=[CH:10][C:11]([OH:13])=[O:12].[NH2:15][NH2:16]>CO>[O:3]1[CH:7]=[CH:6][CH:5]=[C:4]1[C:8]1[CH2:9][CH:10]([C:11]([OH:13])=[O:12])[NH:16][N:15]=1 |f:0.1|. Procedure: Potassium hydroxide (660 mg) is dissolved in 25 cc of methanol and 1.66 g of 4-(2-furanyl)-4-oxo-2-butenoic acid is added. Hydrazine (320 mg) is then added and the solution is refluxed for 2 hours. The methanol is removed and the viscous residue is dissolved in 50 cc of water. The solution is made strongly acid with 20% HCl and a precipitate forms. The solid is filtered quickly to yield 1.2 g of the title compound, melting point 185°-190° C., dec.